This data is from the Open Reaction Database (ORD), a public repository of structured organic reaction records. The task is: describe an organic reaction: reactants, conditions, products, and yield The reactants are C12CNCC2C1N1C(NC(C1=O)(CC1=CSC=C1)CC1=CC=NC=C1)=CC(=O)C1=CC=C(C#N)C=C1 (4-{[1-(3-Aza-bicyclo[3.1.0]hex-6-yl)-5-oxo-4-pyridin-4-ylmethyl-4-thiophen-3-ylmethyl-imidazolidin-2-ylidene]-acetyl}-benzonitrile), C1(=CC=CC=C1)S(=O)(=O)Cl (benzenesulfonyl chloride). Yields the product C1(=CC=CC=C1)S(=O)(=O)N1CC2C(C2C1)N1C(NC(C1=O)(CC1=CSC=C1)CC1=CC=NC=C1)=CC(=O)C1=CC=C(C#N)C=C1 (4-{[1-(3-Benzenesulfonyl-3-aza-bicyclo[3.1.0]hex-6-yl)-5-oxo-4-pyridin-4-ylmethyl-4-thiophen-3-ylmethyl-imidazolidin-2-ylidene]-acetyl}-benzonitrile). RXN SMILES: [CH:1]12[CH:6]([N:7]3[C:11](=[O:12])[C:10]([CH2:19][C:20]4[CH:25]=[CH:24][N:23]=[CH:22][CH:21]=4)([CH2:13][C:14]4[CH:18]=[CH:17][S:16][CH:15]=4)[NH:9][C:8]3=[CH:26][C:27]([C:29]3[CH:36]=[CH:35][C:32]([C:33]#[N:34])=[CH:31][CH:30]=3)=[O:28])[CH:5]1[CH2:4][NH:3][CH2:2]2.[C:37]1([S:43](Cl)(=[O:45])=[O:44])[CH:42]=[CH:41][CH:40]=[CH:39][CH:38]=1>>[C:37]1([S:43]([N:3]2[CH2:4][CH:5]3[CH:1]([CH:6]3[N:7]3[C:11](=[O:12])[C:10]([CH2:19][C:20]4[CH:21]=[CH:22][N:23]=[CH:24][CH:25]=4)([CH2:13][C:14]4[CH:18]=[CH:17][S:16][CH:15]=4)[NH:9][C:8]3=[CH:26][C:27]([C:29]3[CH:30]=[CH:31][C:32]([C:33]#[N:34])=[CH:35][CH:36]=3)=[O:28])[CH2:2]2)(=[O:45])=[O:44])[CH:42]=[CH:41][CH:40]=[CH:39][CH:38]=1. Reported procedure: According to the procedure of Example 13, the title compound of 37A (60 mg, 0.12 mmol) and benzenesulfonyl chloride (0.023 ml, 0.18 mmol) were reacted to generate the title compound as a white solid (58 mg, 0.091 mmol, 76% yield). Starting materials: CCO, ClCCl, BrCc1ccc(I)cc1, C1CCN(C2CCNCC2)C1. The product is Ic1ccc(CN2CCC(N3CCCC3)CC2)cc1. As a reaction SMILES: [CH2:21]([OH:22])[CH3:23].[Cl:24][CH2:25][Cl:26].[I:1][c:2]1[cH:3][cH:4][c:5]([CH2:6][Br:7])[cH:8][cH:9]1.[N:10]1([CH:15]2[CH2:16][CH2:17][NH:18][CH2:19][CH2:20]2)[CH2:11][CH2:12][CH2:13][CH2:14]1>>[I:1][c:2]1[cH:3][cH:4][c:5]([CH2:6][N:18]2[CH2:17][CH2:16][CH:15]([N:10]3[CH2:11][CH2:12][CH2:13][CH2:14]3)[CH2:20][CH2:19]2)[cH:8][cH:9]1. As a reaction SMILES: [CH:1]([C:4]1[CH:5]=[CH:6][C:7]([S:10]([N:13]([CH2:22][C:23]([OH:25])=O)[C:14]2[CH:15]=[N:16][C:17]([O:20][CH3:21])=[CH:18][CH:19]=2)(=[O:12])=[O:11])=[N:8][CH:9]=1)([CH3:3])[CH3:2].[CH2:26]([NH:28][CH2:29][C:30]1[CH:35]=[CH:34][CH:33]=[CH:32][N:31]=1)[CH3:27]>>[CH2:26]([N:28]([CH2:29][C:30]1[CH:35]=[CH:34][CH:33]=[CH:32][N:31]=1)[C:23](=[O:25])[CH2:22][N:13]([S:10]([C:7]1[CH:6]=[CH:5][C:4]([CH:1]([CH3:2])[CH3:3])=[CH:9][N:8]=1)(=[O:11])=[O:12])[C:14]1[CH:15]=[N:16][C:17]([O:20][CH3:21])=[CH:18][CH:19]=1)[CH3:27]. Product: C(C)N(C(CN(C=1C=NC(=CC1)OC)S(=O)(=O)C1=NC=C(C=C1)C(C)C)=O)CC1=NC=CC=C1 (N-Ethyl-2-[(5-isopropyl-pyridine-2-sulfonyl)-(6-methoxy-pyridin-3-yl)-amino]-N-pyridin-2-ylmethyl-acetamide). Reactants: C(C)(C)C=1C=CC(=NC1)S(=O)(=O)N(C=1C=NC(=CC1)OC)CC(=O)O ([(5-isopropyl-pyridine-2-sulfonyl)-(6-methoxy-pyridin-3-yl)-amino]-acetic acid), C(C)NCC1=NC=CC=C1 (ethyl-pyridin-2-ylmethyl-amine). Reported procedure: prepared by reaction of [(5-isopropyl-pyridine-2-sulfonyl)-(6-methoxy-pyridin-3-yl)-amino]-acetic acid with ethyl-pyridin-2-ylmethyl-amine Starting materials: ClC1=C2C(NC(=N1)C)=CC(=N2)C2=CC=CC=C2 (4-chloro-2-methyl-6-phenylpyrrolo[3,2-d]pyrimidine), C(C)OCCCN (3-ethoxypropylamine), C(=O)([O-])[O-].[K+].[K+] (K2CO3). The solvent is O (H2O). Product: C(C)OCCCNC=1N=C(NC=2C1N=C(C2)C2=CC=CC=C2)C ((3-Ethoxypropyl)(2-methyl-6-phenylpyrrolo[2,3-e]pyrimidin-4-yl) amine). Yield: 44.0%. As a reaction SMILES: Cl[C:2]1[N:7]=[C:6]([CH3:8])[NH:5][C:4]2=[CH:9][C:10]([C:12]3[CH:17]=[CH:16][CH:15]=[CH:14][CH:13]=3)=[N:11][C:3]=12.[CH2:18]([O:20][CH2:21][CH2:22][CH2:23][NH2:24])[CH3:19].C([O-])([O-])=O.[K+].[K+]>O>[CH2:18]([O:20][CH2:21][CH2:22][CH2:23][NH:24][C:2]1[N:7]=[C:6]([CH3:8])[NH:5][C:4]2[C:3]=1[N:11]=[C:10]([C:12]1[CH:17]=[CH:16][CH:15]=[CH:14][CH:13]=1)[CH:9]=2)[CH3:19] |f:2.3.4|. Procedure details: This compound was prepared according to the method described in Example 26 by employing 4-chloro-2-methyl-6-phenylpyrrolo[3,2-d]pyrimidine (Example 1(e)) (0.10 g, 0.41 mmol) with 3-ethoxypropylamine (Aldrich Chemical Company) (0.225 g, 2.18 mmol) and K2CO3 (0.34 g, 2.50 mmol) in H2O (2.5 mL) to give a biphasic reaction mixture, which was partitioned between CH2Cl2 and H2O. The organic layers were separated, dried over MgSO4 and concentrated. The resulting yellow oil was purified by flash chromat... Reactants: ClC1=C(C=C2C(C(=CN(C2=N1)C1=C(C(=C(C(=C1)[N+](=O)[O-])F)F)F)C(=O)OCC)=O)F (Ethyl 7-chloro-6-fluoro-1,4-dihydro-4-oxo-1-(2,3,4-trifluoro-5-nitrophenyl)-1,8-naphthyridine-3-carboxylate). The reagents and catalysts are [Pd] (palladium on carbon). Run in CO (methanol), C(C)(=O)O (acetic acid). Reaction conditions: time 8 hour. The product is NC=1C=C(C(=C(C1F)F)F)N1C=C(C(C2=CC(=C(N=C12)Cl)F)=O)C(=O)OCC (Ethyl 1-(3-amino-4,5,6-trifluorophenyl)-7-chloro-6-fluoro-1,4-dihydro-4-oxo-1,8-naphthyridine-3-carboxylate). The yield is 27.5%. Reaction SMILES: [Cl:1][C:2]1[N:11]=[C:10]2[C:5]([C:6](=[O:29])[C:7]([C:24]([O:26][CH2:27][CH3:28])=[O:25])=[CH:8][N:9]2[C:12]2[CH:17]=[C:16]([N+:18]([O-])=O)[C:15]([F:21])=[C:14]([F:22])[C:13]=2[F:23])=[CH:4][C:3]=1[F:30]>CO.C(O)(=O)C.[Pd]>[NH2:18][C:16]1[CH:17]=[C:12]([N:9]2[C:10]3[C:5](=[CH:4][C:3]([F:30])=[C:2]([Cl:1])[N:11]=3)[C:6](=[O:29])[C:7]([C:24]([O:26][CH2:27][CH3:28])=[O:25])=[CH:8]2)[C:13]([F:23])=[C:14]([F:22])[C:15]=1[F:21]. Reported procedure: Ethyl 7-chloro-6-fluoro-1,4-dihydro-4-oxo-1-(2,3,4-trifluoro-5-nitrophenyl)-1,8-naphthyridine-3-carboxylate (780 mg) was dissolved in 5 ml of methanol and 10 ml of acetic acid, to which was added 80 mg of 10% palladium on carbon. Under a hydrogen atmosphere, the solution was stirred overnight at room temperature. The catalyst was removed by a membrane filter and the filtrate was concentrated in vacua. Ethanol was added to the residue whereupon the solid was collected by filtration and washed wit... Starting materials: COc1cccc(C2C(COS(=O)(=O)c3ccc(C)cc3)CC(=O)N2c2ccccc2)c1, CNC, CN(C)C=O. The product is COc1cccc(C2C(CN(C)C)CC(=O)N2c2ccccc2)c1. Reaction SMILES: [CH3:1][O:2][c:3]1[cH:4][c:5]([CH:9]2[CH:10]([CH2:21][O:22][S:23]([c:24]3[cH:25][cH:26][c:27]([CH3:28])[cH:29][cH:30]3)(=[O:31])=[O:32])[CH2:11][C:12](=[O:20])[N:13]2[c:14]2[cH:15][cH:16][cH:17][cH:18][cH:19]2)[cH:6][cH:7][cH:8]1.[CH3:33][NH:34][CH3:35].[CH3:36][N:37]([CH3:38])[CH:39]=[O:40]>>[CH3:1][O:2][c:3]1[cH:4][c:5]([CH:9]2[CH:10]([CH2:21][N:34]([CH3:33])[CH3:35])[CH2:11][C:12](=[O:20])[N:13]2[c:14]2[cH:15][cH:16][cH:17][cH:18][cH:19]2)[cH:6][cH:7][cH:8]1.